From a dataset of the Open Reaction Database (ORD), a public repository of structured organic reaction records. describe an organic reaction: reactants, conditions, products, and yield Reactants: Heterocyclic, N12CCCCCC2=NCCC1 (1,8-diazabicyclo[5.4.0]-undec-7-ene), [N+](=O)([O-])CC (nitroethane), C1(=CC=CC=C1)CCC=O (3-phenylpropionaldehyde). The solvent is C1CCOC1 (THF), C(C)OCC (diethyl ether), O (H2O). Conditions: temperature -10 celsius, time 75 minute. Product: [N+](=O)([O-])C(C(CCC1=CC=CC=C1)O)C (4-Nitro-1-phenyl-pentan-3-ol). RXN SMILES: [N+:1]([CH2:4][CH3:5])([O-:3])=[O:2].[C:6]1([CH2:12][CH2:13][CH:14]=[O:15])[CH:11]=[CH:10][CH:9]=[CH:8][CH:7]=1.N12CCCN=C1CCCCC2>C1COCC1.C(OCC)C.O>[N+:1]([CH:4]([CH3:5])[CH:14]([OH:15])[CH2:13][CH2:12][C:6]1[CH:11]=[CH:10][CH:9]=[CH:8][CH:7]=1)([O-:3])=[O:2]. Reported procedure: Following the procedure of One et al, J. Heterocyclic Chem., 1994, 31, 707-710, which is incorporated by reference, nitroethane (10 mL, 139.2 mmol, 96%) and 3-phenylpropionaldehyde (18.49 mL, 139.9 mmol) were dissolved in THF (70 mL, 2 M). After cooling to −10° C. in a brine bath, 1,8-diazabicyclo[5.4.0]-undec-7-ene (DBU) (1.46 mL, 9.74 mmol) was added, and allowed to stir until complete by HPLC (75 min). The reaction was diluted with diethyl ether and H2O, and then the organic was removed and w... Starting materials: C(C)OC(C(C(CC(CCC=C)=O)C=1C=NC(=NC1)C)C(=O)OCC)=O (2-(Carboethoxy)-3-(2-methylpyrimidin-5-yl)-5-oxo-non-8-enoic acid ethyl ester), [OH-].[Na+] (NaOH). Run in CCO (EtOH). Reaction conditions: temperature 40 celsius, time 2 hour. Yields the product C(C)OC(CC(CC(CCC=C)=O)C=1C=NC(=NC1)C)=O (3-(2-Methyl-pyrimidin-5-yl)-5-oxo-non-8-enoic acid ethyl ester). RXN SMILES: [CH2:1]([O:3][C:4](=[O:26])[CH:5](C(OCC)=O)[CH:6]([C:14]1[CH:15]=[N:16][C:17]([CH3:20])=[N:18][CH:19]=1)[CH2:7][C:8](=[O:13])[CH2:9][CH2:10][CH:11]=[CH2:12])[CH3:2].[OH-].[Na+]>CCO>[CH2:1]([O:3][C:4](=[O:26])[CH2:5][CH:6]([C:14]1[CH:15]=[N:16][C:17]([CH3:20])=[N:18][CH:19]=1)[CH2:7][C:8](=[O:13])[CH2:9][CH2:10][CH:11]=[CH2:12])[CH3:2] |f:1.2|. Reported procedure: The diester 15-4 (11.2 g, 31.1 mmol) was dissolved in EtOH (100 mL) at room temperature. To this was added 1N NaOH (31.1 mL, 31.1 mmol), the mixture stirred at 40° C. for 2 hours then overnight at room temperature. The mixture was concentrated in vacuo, dissolved in toluene (100 mL) and heated at reflux for 5 hours. After removal of the solvent, the residue was partitioned between water and CHCl3 washed with brine, dried (MgSO4) and concentrated in vacuo. The residue was purified by silica gel c... The reactants are Cl (hydrochloric acid), ClC1=CC=C(C(=O)N2C(=C(C3=CC(=CC=C23)OC)CC(=O)O)C)C=C1 (1-(p-chlorobenzoyl)-2-methyl-5-methoxy-3-indolylacetic acid), ClCOCC (chloromethylethyl ether), [H-].[Na+] (sodium hydride). Solvent: O1CCCC1 (tetrahydrofuran). Conditions: time 30 minute. Product: C(C)OCOC(CC1=C(N(C2=CC=C(C=C12)OC)C(C1=CC=C(C=C1)Cl)=O)C)=O (1-(p-chlorobenzoyl)-2-methyl-5-methoxy-3-indolylacetic acid-ethoxymethyl ester). Yield: 71.7%. Reaction SMILES: [Cl:1][C:2]1[CH:25]=[CH:24][C:5]([C:6]([N:8]2[C:16]3[C:11](=[CH:12][C:13]([O:17][CH3:18])=[CH:14][CH:15]=3)[C:10]([CH2:19][C:20]([OH:22])=[O:21])=[C:9]2[CH3:23])=[O:7])=[CH:4][CH:3]=1.[H-].[Na+].Cl[CH2:29][O:30][CH2:31][CH3:32].Cl>O1CCCC1>[CH2:31]([O:30][CH2:29][O:21][C:20](=[O:22])[CH2:19][C:10]1[C:11]2[C:16](=[CH:15][CH:14]=[C:13]([O:17][CH3:18])[CH:12]=2)[N:8]([C:6](=[O:7])[C:5]2[CH:24]=[CH:25][C:2]([Cl:1])=[CH:3][CH:4]=2)[C:9]=1[CH3:23])[CH3:32] |f:1.2|. Procedure: To a mixture of 3.6 g of 1-(p-chlorobenzoyl)-2-methyl-5-methoxy-3-indolylacetic acid and 50 ml of dry tetrahydrofuran was added 0.5 g of 50% sodium hydride and the mixture was stirred for 30 minutes. To this mixture was further added 2.5 g of chloromethylethyl ether and the whole was reacted for 3 hours at room temperature. After the reaction was complete, the solvent was removed by distillation under reduced pressure. The residue thus obtained was neutralized with diluted hydrochloric acid, and... The reactants are C(C)(C)(C)OC(=O)NC1=C(C=C(C=C1)Cl)C (N-tert-Butoxycarbonyl-4-chloro-2-methylaniline), ClC=1C=CC(=C(N)C1)C (5-chloro-2-methylaniline), C(=O)(OC(C)(C)C)OC(=O)OC(C)(C)C (di-tert-butyl dicarbonate). Yields the product C(C)(C)(C)OC(=O)NC1=C(C=CC(=C1)Cl)C (N-tert-butoxycarbonyl-5-chloro-2-methylaniline). Yield: 77.0%. RXN SMILES: [C:1]([O:5][C:6]([NH:8][C:9]1[CH:14]=[CH:13][C:12](Cl)=[CH:11][C:10]=1[CH3:16])=[O:7])([CH3:4])([CH3:3])[CH3:2].[Cl:17]C1C=CC(C)=C(C=1)N.C(OC(OC(C)(C)C)=O)(OC(C)(C)C)=O>>[C:1]([O:5][C:6]([NH:8][C:9]1[CH:14]=[C:13]([Cl:17])[CH:12]=[CH:11][C:10]=1[CH3:16])=[O:7])([CH3:4])([CH3:3])[CH3:2]. Procedure details: N-tert-Butoxycarbonyl-4-chloro-2-methylaniline. By the procedure in Example 1, Part C, 28.3 g (0.2 mole) of 5-chloro-2-methylaniline was reacted with 48.1 g (0.22 mol) of di-tert-butyl dicarbonate to give 37.1 g (77% yield) of N-tert-butoxycarbonyl-5-chloro-2-methylaniline melting at 100°-102° C., after crystallizing from hexane. The reactants are C(CC1=CC=CC=C1)NC(=N)NC(=N)N (1-phenethylbiguanide), ClC(C(=O)O)Cl (dichloroacetic acid), Cl (HCl), [Na] (sodium). Solvent: C(C)(=O)OCC (ethyl acetate). Product: ClC(C(=O)O)Cl.ClC(C(=O)O)Cl.C(CC1=CC=CC=C1)NC(=N)NC(=N)N (1-phenethylbiguanide bis-(dichloroacetate)). RXN SMILES: [CH2:1]([NH:9][C:10]([NH:12][C:13]([NH2:15])=[NH:14])=[NH:11])[CH2:2][C:3]1[CH:8]=[CH:7][CH:6]=[CH:5][CH:4]=1.Cl.[Na].[Cl:18][CH:19]([Cl:23])[C:20]([OH:22])=[O:21]>C(OCC)(=O)C>[Cl:18][CH:19]([Cl:23])[C:20]([OH:22])=[O:21].[Cl:18][CH:19]([Cl:23])[C:20]([OH:22])=[O:21].[CH2:1]([NH:9][C:10]([NH:12][C:13]([NH2:15])=[NH:14])=[NH:11])[CH2:2][C:3]1[CH:8]=[CH:7][CH:6]=[CH:5][CH:4]=1 |f:5.6.7,^1:16|. Procedure details: 161.0 G. of 1-phenethylbiguanide.HCl, 101.0 g. of sodium dichloroacetae and 216.0 g. of dichloroacetic acid were boiled together in 4.5 l. of absolute ethyl acetate at reflux for 1 hour. The hot solution was filtered under suction in order to separate the precipitated sodium chloride. The filtrate was concentrated in vacuo and treated with diisopropylether, whereby 1-phenethylbiguanide bis-(dichloroacetate) crystallized out analytically pure, M.P.: 131°-132° C. The reactants are BrCC=1C(=C(SC1C1=CC=C(C=C1)Cl)C(=O)OCC)C1=CC=C(C=C1)S(N=CN(C)C)(=O)=O (Ethyl 4-(bromomethyl)-5-(4-chlorophenyl)-3-(4-(N-((dimethylamino)methylene)sulfamoyl)phenyl)thiophene-2-carboxylate), BrCC=1C(=C(SC1C1=CC=C(C=C1)Cl)C(=O)OCC)C1=CC=C(C=C1)S(N=CN(C)C)(=O)=O (Ethyl 4-(bromomethyl)-5-(4-chlorophenyl)-3-(4-(N-((dimethylamino)methylene)sulfamoyl)phenyl)thiophene-2-carboxylate), CNC (dimethyl amine). The solvent is C1=CC=CC=C1 (benzene). Conditions: temperature 25 celsius, time 16 hour. The product is ClC1=CC=C(C=C1)C1=C(C(=C(S1)C(=O)OCC)C1=CC=C(C=C1)S(N=CN(C)C)(=O)=O)CN(C)C (Ethyl 5-(4-chlorophenyl)-4-((dimethylamino)methyl)-3-(4-(N-((dimethylamino)methylene)sulfamoyl)phenyl)thiophene-2-carboxylate). The yield is 53.4%. RXN SMILES: Br[CH2:2][C:3]1[C:4]([C:20]2[CH:25]=[CH:24][C:23]([S:26](=[O:33])(=[O:32])[N:27]=[CH:28][N:29]([CH3:31])[CH3:30])=[CH:22][CH:21]=2)=[C:5]([C:15]([O:17][CH2:18][CH3:19])=[O:16])[S:6][C:7]=1[C:8]1[CH:13]=[CH:12][C:11]([Cl:14])=[CH:10][CH:9]=1.[CH3:34][NH:35][CH3:36]>C1C=CC=CC=1>[Cl:14][C:11]1[CH:10]=[CH:9][C:8]([C:7]2[S:6][C:5]([C:15]([O:17][CH2:18][CH3:19])=[O:16])=[C:4]([C:20]3[CH:21]=[CH:22][C:23]([S:26](=[O:33])(=[O:32])[N:27]=[CH:28][N:29]([CH3:31])[CH3:30])=[CH:24][CH:25]=3)[C:3]=2[CH2:2][N:35]([CH3:36])[CH3:34])=[CH:13][CH:12]=1. Procedure details: To a stirred suspension of Ethyl 4-(bromomethyl)-5-(4-chlorophenyl)-3-(4-(N-((dimethylamino)methylene)sulfamoyl)phenyl)thiophene-2-carboxylate (compound 35b, 2.20 g, 3.86 mmol) in benzene (30 ml), dimethyl amine (0.69 g, 7.6 ml 2M solution in THF, 15.4 mmol) was added at 0° C. in a drop wise manner. The reaction mixture was then stirred at room temperature (about 25° C.) for 16 hr. The progress of the reaction was monitored by TLC. The reaction mixture was then concentrated to obtain the crude p... Starting materials: N[C@@H]([C@@H](C)CC)C(=O)O (L-(+)-isoleucine), NC(=O)N (urea), Cl (HCl). Run in [N+](=O)(O)[O-] (HNO3). Conditions: temperature 80 celsius. The product is Cl[C@H](C(=O)O)C(CC)C ((S)-2-Chloro-3-methylpentanoic acid). As a reaction SMILES: N[C@H:2]([C:7]([OH:9])=[O:8])[C@H:3]([CH2:5][CH3:6])[CH3:4].NC(N)=O.[ClH:14]>[N+]([O-])(O)=O>[Cl:14][C@@H:2]([CH:3]([CH3:4])[CH2:5][CH3:6])[C:7]([OH:9])=[O:8]. Reported procedure: To 20 g (0.150 moles) of L-(+)-isoleucine and 2 g of urea, 60 mL concentrated HCl and 30 mL concentrated HNO3 are added at room temperature. The mixture is subsequently heated for 1 hour at 80° C. and then for 1 hour at 50° C. on a water bath (complete dissolution of the acid with heavy foaming). After cooling, the solution is extracted with ether several times, the ether extract is washed with water and dried over calcium chloride, the solvent is distilled off in a rotary evaporator and the res... Reactants: solution, COC1CCCC1 (cyclopentyl methyl ether), Cl (hydrochloric acid), CNC(=O)C1=CC2=CC=C(C=C2C=C1)C(=O)C=1N=CN(C1)C(C1=CC=CC=C1)(C1=CC=CC=C1)C1=CC=CC=C1 (N-methyl-6-[(1-trityl-1H-imidazol-4-yl)carbonyl]-2-naphthamide), C=C[C@H]1CN2CC[C@H]1C[C@@H]2[C@H](C=3C=CN=C4C3C=CC=C4)O (cinchonine), N1=CC=CC=C1 (pyridine), solution, COC1CCCC1 (cyclopentyl methyl ether). Run in C1CCOC1 (THF), C(C)(=O)OCC (ethyl acetate), C1CCOC1 (THF). Reaction conditions: time 20 minute. The product is O[C@](CC(=O)OCC)(C=1N=CN(C1)C(C1=CC=CC=C1)(C1=CC=CC=C1)C1=CC=CC=C1)C1=CC2=CC=C(C=C2C=C1)C(=O)NC (ethyl (3S)-3-hydroxy-3-{6-[(methylamino)carbonyl]-2-naphthyl}-3-(1-trityl-1H-imidazol-4-yl)propanoate). The yield is 93.0%. As a reaction SMILES: C=C[C@@H]1[C@@H]2C[C@H]([C@@H:11]([OH:22])[C:12]3C=CN=C4C=CC=CC=34)N(CC2)C1.N1C=CC=CC=1.[CH3:29][NH:30][C:31]([C:33]1[CH:42]=[CH:41][C:40]2[C:35](=[CH:36][CH:37]=[C:38]([C:43]([C:45]3[N:46]=[CH:47][N:48]([C:50]([C:63]4[CH:68]=[CH:67][CH:66]=[CH:65][CH:64]=4)([C:57]4[CH:62]=[CH:61][CH:60]=[CH:59][CH:58]=4)[C:51]4[CH:56]=[CH:55][CH:54]=[CH:53][CH:52]=4)[CH:49]=3)=[O:44])[CH:39]=2)[CH:34]=1)=[O:32].Cl.C[O:71][CH:72]1CCC[CH2:73]1>C(OCC)(=O)C.C1COCC1>[OH:44][C@@:43]([C:38]1[CH:37]=[CH:36][C:35]2[C:40](=[CH:41][CH:42]=[C:33]([C:31]([NH:30][CH3:29])=[O:32])[CH:34]=2)[CH:39]=1)([C:45]1[N:46]=[CH:47][N:48]([C:50]([C:51]2[CH:56]=[CH:55][CH:54]=[CH:53][CH:52]=2)([C:57]2[CH:58]=[CH:59][CH:60]=[CH:61][CH:62]=2)[C:63]2[CH:68]=[CH:67][CH:66]=[CH:65][CH:64]=2)[CH:49]=1)[CH2:73][C:72]([O:22][CH2:11][CH3:12])=[O:71]. Procedure details: 75.0 mL (75.0 mmol) of the solution of ethyl bromozincacetate in cyclopentyl methyl ether obtained in Example 65 was added dropwise to 100 mL of THF at −15˜−5° C. 11.0 g (37.5 mmol) of cinchonine was added at −15˜−5° C., 9.7 mL (120 mmol) of pyridine was added dropwise, and the mixture was stirred for 20 minutes. 15.6 g (30.0 mmol) of N-methyl-6-[(1-trityl-1H-imidazol-4-yl)carbonyl]-2-naphthamide was added at once by assisting by 25 mL of flowing THF at −15˜−5° C., and the mixture was stirred at...